From a dataset of the Open Reaction Database (ORD), a public repository of structured organic reaction records. describe an organic reaction: reactants, conditions, products, and yield The reactants are ClC1=C(SC=C1)C[C@@H](CC)NC1=C2N=CN(C2=NC=N1)[C@@H]1C[C@@H]([C@H]2OC(O[C@H]21)(C)C)CF ([(R)-1-(3-chloro-thiophen-2-ylmethyl)-propyl]-[9-((3aS,4R,6S,6aR)-6-fluoromethyl-2,2-dimethyl-tetrahydro-cyclopenta-1,3-dioxol-4-yl)-9H-purin-6-yl]-amine), Cl (HCl), O (water). Solvent: C1CCOC1 (THF), O(C(C)C)C(C)C (iPr2O), CCCCC (pentane). Reaction conditions: time 2 hour. The product is ClC1=C(SC=C1)C[C@@H](CC)NC1=C2N=CN(C2=NC=N1)[C@H]1[C@@H]([C@@H]([C@H](C1)CF)O)O ((1R,2S,3R,5S)-3-{6-[(R)-1-(3-chloro-thiophen-2-ylmethyl) -propylamino]-purin-9-yl}-5-fluoromethyl-cyclopentane-1,2-diol). As a reaction SMILES: [Cl:1][C:2]1[CH:6]=[CH:5][S:4][C:3]=1[CH2:7][C@H:8]([NH:11][C:12]1[N:20]=[CH:19][N:18]=[C:17]2[C:13]=1[N:14]=[CH:15][N:16]2[C@H:21]1[C@H:28]2[C@H:24]([O:25]C(C)(C)[O:27]2)[C@@H:23]([CH2:31][F:32])[CH2:22]1)[CH2:9][CH3:10].Cl.O>C1COCC1.O(C(C)C)C(C)C.CCCCC>[Cl:1][C:2]1[CH:6]=[CH:5][S:4][C:3]=1[CH2:7][C@H:8]([NH:11][C:12]1[N:20]=[CH:19][N:18]=[C:17]2[C:13]=1[N:14]=[CH:15][N:16]2[C@@H:21]1[CH2:22][C@H:23]([CH2:31][F:32])[C@@H:24]([OH:25])[C@H:28]1[OH:27])[CH2:9][CH3:10]. Procedure details: [(R)-1-(3-chloro-thiophen-2-ylmethyl)-propyl]-[9-((3aS,4R,6S,6aR)-6-fluoromethyl-2,2-dimethyl-tetrahydro-cyclopenta-1,3-dioxol-4-yl)-9H-purin-6-yl]-amine (1.23 g, 2.56 mmoles) prepared as described above was put in solution in THF (31 ml) and the resulting solution was treated with 12 N HCl in water (2.56 ml, 30.7 mmoles), and stirred for 2 h at room temperature. The solvent was then evaporated to dryness and the residue partitioned between water and AcOEt and neutralized with a saturated bicarb... RXN SMILES: [Cl:1][C:2]1[CH:3]=[C:4]2[C:8](=[CH:9][CH:10]=1)[NH:7][C:6](=[O:11])[C:5]2([CH2:14][CH2:15][CH2:16][CH2:17]Cl)[CH2:12][CH3:13].[Cl:19][C:20]1[CH:25]=[CH:24][C:23]([N:26]2[CH2:31][CH2:30][NH:29][CH2:28][CH2:27]2)=[CH:22][CH:21]=1>>[Cl:1][C:2]1[CH:3]=[C:4]2[C:8](=[CH:9][CH:10]=1)[NH:7][C:6](=[O:11])[C:5]2([CH2:14][CH2:15][CH2:16][CH2:17][N:29]1[CH2:28][CH2:27][N:26]([C:23]2[CH:22]=[CH:21][C:20]([Cl:19])=[CH:25][CH:24]=2)[CH2:31][CH2:30]1)[CH2:12][CH3:13]. Procedure details: The title compound is prepared according to process H by applying processing method 1 from 5-chloro-3-(4-chlorobutyl)-3-ethyl-1,3-dihydro-2H-indol-2-one and 1-(4-chlorophenyl)-piperazine. Product: ClC=1C=C2C(C(NC2=CC1)=O)(CC)CCCCN1CCN(CC1)C1=CC=C(C=C1)Cl (5-chloro-3-{4-[4-(4-chlorophenyl)-piperazin-1-yl]-butyl}-3-ethyl-1,3-dihydro-indol-2-one). The reactants are ClC=1C=C2C(C(NC2=CC1)=O)(CC)CCCCCl (5-chloro-3-(4-chlorobutyl)-3-ethyl-1,3-dihydro-2H-indol-2-one), ClC1=CC=C(C=C1)N1CCNCC1 (1-(4-chlorophenyl)-piperazine). Reactants: BrC1=CC=C(C=O)C=C1 (4-brombenzaldehyde), C(C)(C)[Mg]Cl (isopropylmagnesium chloride), [NH4+].[Cl-] (NH4Cl). Solvent: C1CCOC1 (THF). Run at temperature -78 celsius, time 1 hour. The product is BrC1=CC=C(C=C1)C(C(C)C)O (1-(4-Bromophenyl)-2-methylpropan-1-ol). Reaction SMILES: [Br:1][C:2]1[CH:9]=[CH:8][C:5]([CH:6]=[O:7])=[CH:4][CH:3]=1.[CH:10]([Mg]Cl)([CH3:12])[CH3:11].[NH4+].[Cl-]>C1COCC1>[Br:1][C:2]1[CH:9]=[CH:8][C:5]([CH:6]([OH:7])[CH:10]([CH3:12])[CH3:11])=[CH:4][CH:3]=1 |f:2.3|. Procedure details: To a solution of 4-brombenzaldehyde (27 mmol, 5.0 g) in THF (20 mL) was added at −78° C. a solution of isopropylmagnesium chloride (41 mmol, 20.2 mL, 2M in ether). The mixture was stirred at −78° C. for 1 h and warmed to 0° C. for 1 h. NH4Cl was added an the mixture was extracted with EtOAc. The organic extract was washed with brine, dried and concentrated to an oil. Chromatography (5-15% EtOAc/hexane) gave the desired alcohol. Reactants: [Al+3], CCOCC, CC(C)c1nc(-c2ccccc2)cc(-c2ccc(F)cc2)c1C(=O)O, [H-], [H-], [H-], [H-], [Li+]. Product: CC(C)c1nc(-c2ccccc2)cc(-c2ccc(F)cc2)c1CO. As a reaction SMILES: [Al+3:2].[CH3:32][CH2:33][O:34][CH2:35][CH3:36].[F:7][c:8]1[cH:9][cH:10][c:11](-[c:14]2[c:15]([C:29](=[O:30])[OH:31])[c:16]([CH:26]([CH3:27])[CH3:28])[n:17][c:18](-[c:20]3[cH:21][cH:22][cH:23][cH:24][cH:25]3)[cH:19]2)[cH:12][cH:13]1.[H-:1].[H-:4].[H-:5].[H-:6].[Li+:3]>>[F:7][c:8]1[cH:9][cH:10][c:11](-[c:14]2[c:15]([CH2:29][OH:30])[c:16]([CH:26]([CH3:27])[CH3:28])[n:17][c:18](-[c:20]3[cH:21][cH:22][cH:23][cH:24][cH:25]3)[cH:19]2)[cH:12][cH:13]1. Reactants: Cc1nc2cc(O)ccc2s1, FC(F)(F)c1ccc(-c2cc(Cl)nnc2-c2ccccc2)cc1, [H-], [Na+], CN(C)C=O. The product is Cc1nc2cc(Oc3cc(-c4ccc(C(F)(F)F)cc4)c(-c4ccccc4)nn3)ccc2s1. RXN SMILES: [CH3:1][c:2]1[s:3][c:4]2[c:5]([n:6]1)[cH:7][c:8]([OH:11])[cH:9][cH:10]2.[Cl:12][c:13]1[cH:14][c:15](-[c:25]2[cH:26][cH:27][c:28]([C:31]([F:32])([F:33])[F:34])[cH:29][cH:30]2)[c:16](-[c:19]2[cH:20][cH:21][cH:22][cH:23][cH:24]2)[n:17][n:18]1.[H-:36].[Na+:35].[O:37]=[CH:38][N:39]([CH3:40])[CH3:41]>>[CH3:1][c:2]1[s:3][c:4]2[c:5]([n:6]1)[cH:7][c:8]([O:11][c:13]1[cH:14][c:15](-[c:25]3[cH:26][cH:27][c:28]([C:31]([F:32])([F:33])[F:34])[cH:29][cH:30]3)[c:16](-[c:19]3[cH:20][cH:21][cH:22][cH:23][cH:24]3)[n:17][n:18]1)[cH:9][cH:10]2. Starting materials: CSc1cc(-c2nc3c(C)cc(Cl)cc3c(=O)o2)n(-c2ncccc2Cl)n1, ClCCl, O. Yields the product Cc1cc(Cl)cc2c(=O)oc(-c3cc(S(C)=O)nn3-c3ncccc3Cl)nc12. As a reaction SMILES: [Cl:1][c:2]1[cH:3][c:4]([CH3:27])[c:5]2[c:6]([c:7](=[O:25])[o:8][c:9](-[c:11]3[cH:12][c:13]([S:23][CH3:24])[n:14][n:15]3-[c:16]3[n:17][cH:18][cH:19][cH:20][c:21]3[Cl:22])[n:10]2)[cH:26]1.[Cl:28][CH2:29][Cl:30].[OH2:31]>>[Cl:1][c:2]1[cH:3][c:4]([CH3:27])[c:5]2[c:6]([c:7](=[O:25])[o:8][c:9](-[c:11]3[cH:12][c:13]([S:23]([CH3:24])=[O:31])[n:14][n:15]3-[c:16]3[n:17][cH:18][cH:19][cH:20][c:21]3[Cl:22])[n:10]2)[cH:26]1. The reactants are C, CCCCCCC(C)Oc1ccc(C(=O)Oc2ccc(OCc3ccccc3)cc2)cc1, CCOC(C)=O, [Pd]. The product is CCCCCCC(C)Oc1ccc(C(=O)Oc2ccc(O)cc2)cc1. As a reaction SMILES: [C:33].[CH3:1][CH:2]([CH2:3][CH2:4][CH2:5][CH2:6][CH2:7][CH3:8])[O:9][c:10]1[cH:11][cH:12][c:13]([C:16](=[O:17])[O:18][c:19]2[cH:20][cH:21][c:22]([O:25][CH2:26][c:27]3[cH:28][cH:29][cH:30][cH:31][cH:32]3)[cH:23][cH:24]2)[cH:14][cH:15]1.[CH3:35][CH2:36][O:37][C:38](=[O:39])[CH3:40].[Pd:34]>>[CH3:1][CH:2]([CH2:3][CH2:4][CH2:5][CH2:6][CH2:7][CH3:8])[O:9][c:10]1[cH:11][cH:12][c:13]([C:16](=[O:17])[O:18][c:19]2[cH:20][cH:21][c:22]([OH:25])[cH:23][cH:24]2)[cH:14][cH:15]1. Reactants: BrC=1C=CC(=NC1)C(F)(F)F (5-bromo-2-trifluoromethylpyridine), Cl.Cl.C1(CCC1)N1CCN(CC1)C(=O)C1CCNCC1 (1-cyclobutyl-4-(piperidine-4-carbonyl)-piperazine di-hydrochloride). Yields the product Cl.C1(CCC1)N1CCN(CC1)C(=O)C1CCN(CC1)C=1C=NC(=CC1)C(F)(F)F (1-Cyclobutyl-4-[1-(6-trifluoromethylpyridin-3-yl)-piperidine-4-carbonyl] piperazine hydrochloride). RXN SMILES: Br[C:2]1[CH:3]=[CH:4][C:5]([C:8]([F:11])([F:10])[F:9])=[N:6][CH:7]=1.[ClH:12].Cl.[CH:14]1([N:18]2[CH2:23][CH2:22][N:21]([C:24]([CH:26]3[CH2:31][CH2:30][NH:29][CH2:28][CH2:27]3)=[O:25])[CH2:20][CH2:19]2)[CH2:17][CH2:16][CH2:15]1>>[ClH:12].[CH:14]1([N:18]2[CH2:23][CH2:22][N:21]([C:24]([CH:26]3[CH2:31][CH2:30][N:29]([C:2]4[CH:7]=[N:6][C:5]([C:8]([F:11])([F:10])[F:9])=[CH:4][CH:3]=4)[CH2:28][CH2:27]3)=[O:25])[CH2:20][CH2:19]2)[CH2:17][CH2:16][CH2:15]1 |f:1.2.3,4.5|. Procedure: The title compound (E97) was prepared in a similar manner to that described in Example 96, using 5-bromo-2-trifluoromethylpyridine (F. Cottet and M. Schlosser, Eur. J. Org. Chem., 2002, 327-330) and 1-cyclobutyl-4(piperidine-4-carbonyl)-piperazine (free base compound from D7). 1H NMR δ [DMSO-d6]: 1.53-1.83 (6H, m), 2.15 (2H, m), 2.39 (2H, br. m), 2.70 (1H, m), 2.84 (1H, m), 2.96 (3H, m), 3.07 (IH, m), 3.32 (2H, br. m), 3.52-3.68 (2H, m), ca 4.0 (2H, br., partially obscured by H2O signal), 4.22 (...